The task is: describe an organic reaction: reactants, conditions, products, and yield. This data is from the Open Reaction Database (ORD), a public repository of structured organic reaction records. The reactants are OC1=CC=C(C=O)C=C1 (4-Hydroxybenzaldehyde), C([O-])([O-])=O.[Cs+].[Cs+] (cesium carbonate), CS(=O)(=O)OC1CN(C1)C(=O)C=1OC(=NN1)C1=CC=C(C=C1)OC (1-(5-(4-Methoxyphenyl)-1,3,4-oxadiazole-2-carbonyl)azetidin-3-yl methanesulfonate). Run in CN(C)C=O (DMF). Run at temperature 110 celsius, time 18 hour. Yields the product COC1=CC=C(C=C1)C1=NN=C(O1)C(=O)N1CC(C1)OC1=CC=C(C=O)C=C1 (4-(1-(5-(4-methoxyphenyl)-1,3,4-oxadiazole-2-carbonyl)azetidin-3-yloxy)benzaldehyde). Yield: 62.1%. RXN SMILES: O[C:2]1[CH:9]=[CH:8][C:5]([CH:6]=[O:7])=[CH:4][CH:3]=1.C(=O)([O-])[O-].[Cs+].[Cs+].CS([O:20][CH:21]1[CH2:24][N:23]([C:25]([C:27]2[O:28][C:29]([C:32]3[CH:37]=[CH:36][C:35]([O:38][CH3:39])=[CH:34][CH:33]=3)=[N:30][N:31]=2)=[O:26])[CH2:22]1)(=O)=O>CN(C=O)C>[CH3:39][O:38][C:35]1[CH:36]=[CH:37][C:32]([C:29]2[O:28][C:27]([C:25]([N:23]3[CH2:24][CH:21]([O:20][C:2]4[CH:9]=[CH:8][C:5]([CH:6]=[O:7])=[CH:4][CH:3]=4)[CH2:22]3)=[O:26])=[N:31][N:30]=2)=[CH:33][CH:34]=1 |f:1.2.3|. Procedure: 4-Hydroxybenzaldehyde (1.10 g, 9.17 mmol), cesium carbonate (3.49 g, 10.70 mmol) and 4B (2.70 g, 7.64 mmol) were mixed with DMF (80 mL). The mixture was stirred at 110° C. for 18 h then cooled to RT. The solids were filtered off and the filtrate was evaporated. The residue was treated with methanol and the solid formed was collected by filtration. Drying under vacuum gave 1.8 g (62%) of 9A as a beige solid. 1H NMR (500 MHz, DMSO-d6): δ 3.85 (s, 3H), 4.13 (dd, 1H), 4.57 (dd, 1H), 4.65 (dd, 1H), 5... Product: O=S1(=O)c2ccccc2Cc2ccccc21. As a reaction SMILES: [CH3:18][C:19]([OH:20])=[O:21].[Cl:22][CH2:23][Cl:24].[OH2:17].[OH:15][OH:16].[cH:1]1[cH:2][cH:3][cH:4][c:5]2[c:14]1[CH2:13][c:12]1[c:7]([cH:8][cH:9][cH:10][cH:11]1)[S:6]2>>[cH:1]1[cH:2][cH:3][cH:4][c:5]2[c:14]1[CH2:13][c:12]1[c:7]([cH:8][cH:9][cH:10][cH:11]1)[S:6]2(=[O:17])=[O:20]. Reactants: CC(=O)O, ClCCl, O, OO, c1ccc2c(c1)Cc1ccccc1S2. Reactants: CC1(C=2C=CC(=CC2C(CC1)(C)C)C1(COC2=C1C=C(C=C2)C(=O)O)C)C (3-(5,6,7,8-tetrahydro-5,5,8,8-tetramethyl-2-naphthyl)-3-methyl-2H-1-benzofuran-5-carboxylic acid), ON1N=NC2=C1C=CC=C2 (1-hydroxybenzotriazole), C1(CCCCC1)N=C=NC1CCCCC1 (1,3-dicyclohexylcarbodiimide), NC1=CC=C(C=C1)O (4-aminophenol). The solvent is C1CCOC1 (THF), CN(C)C=O (DMF), C(C)(=O)OCC (ethyl acetate), O (water). The product is OC1=CC=C(C=C1)NC(=O)C=1C=CC2=C(C(CO2)(C)C2=CC=3C(CCC(C3C=C2)(C)C)(C)C)C1 (N-4-hydroxyphenyl-3-(5,6,7,8-tetrahydro-5,5,8,8-tetramethyl-2-naphthyl)-3-methyl-2H-1-benzofuran-5-carboxamide). Reaction SMILES: [CH3:1][C:2]1([CH3:27])[CH2:11][CH2:10][C:9]([CH3:13])([CH3:12])[C:8]2[CH:7]=[C:6]([C:14]3([CH3:26])[C:18]4[CH:19]=[C:20]([C:23](O)=[O:24])[CH:21]=[CH:22][C:17]=4[O:16][CH2:15]3)[CH:5]=[CH:4][C:3]1=2.ON1C2C=CC=CC=2N=N1.C1(N=C=NC2CCCCC2)CCCCC1.[NH2:53][C:54]1[CH:59]=[CH:58][C:57]([OH:60])=[CH:56][CH:55]=1>C1COCC1.CN(C=O)C.C(OCC)(=O)C.O>[OH:60][C:57]1[CH:58]=[CH:59][C:54]([NH:53][C:23]([C:20]2[CH:21]=[CH:22][C:17]3[O:16][CH2:15][C:14]([C:6]4[CH:5]=[CH:4][C:3]5[C:2]([CH3:27])([CH3:1])[CH2:11][CH2:10][C:9]([CH3:13])([CH3:12])[C:8]=5[CH:7]=4)([CH3:26])[C:18]=3[CH:19]=2)=[O:24])=[CH:55][CH:56]=1. Procedure: A solution of 3-(5,6,7,8-tetrahydro-5,5,8,8-tetramethyl-2-naphthyl)-3-methyl-2H-1-benzofuran-5-carboxylic acid (100 mg, 0.275 mmol), 1-hydroxybenzotriazole (74 mg, 0.55 mmol), 1,3-dicyclohexylcarbodiimide (112 mg, 0.55 mmol) and 4-aminophenol (30 mg, 0.255 mmol) in 5 ml of THF and 2 ml of DMF is stirred at room temperature for 6 hours. 30 ml of water and 30 ml of ethyl acetate are added. After stirring and separation of the phases by settling, the aqueous phase is extracted with 2×30 ml of ethyl...